From a dataset of the Open Reaction Database (ORD), a public repository of structured organic reaction records. describe an organic reaction: reactants, conditions, products, and yield The reactants are O=C([O-])[O-], CN(C)C=O, ClCc1csc(N2CCCCC2)n1, [K+], [K+], COc1cc(C=O)ccc1O, O. Yields the product COc1cc(C=O)ccc1OCc1csc(N2CCCCC2)n1. Reaction SMILES: [C:14](=[O:15])([O-:16])[O-:17].[CH3:31][N:32]([CH3:33])[CH:34]=[O:35].[Cl:1][CH2:2][c:3]1[n:4][c:5]([N:8]2[CH2:9][CH2:10][CH2:11][CH2:12][CH2:13]2)[s:6][cH:7]1.[K+:18].[K+:19].[O:20]=[CH:21][c:22]1[cH:23][c:24]([O:25][CH3:26])[c:27]([OH:28])[cH:29][cH:30]1.[OH2:36]>>[CH2:2]([c:3]1[n:4][c:5]([N:8]2[CH2:9][CH2:10][CH2:11][CH2:12][CH2:13]2)[s:6][cH:7]1)[O:28][c:27]1[c:24]([O:25][CH3:26])[cH:23][c:22]([CH:21]=[O:20])[cH:30][cH:29]1.